The task is: describe an organic reaction: reactants, conditions, products, and yield. This data is from the Open Reaction Database (ORD), a public repository of structured organic reaction records. The reactants are P(O)(O)=O.C(C)C(C)(C(C1=NN(C=N1)C(C1=CC=CC=C1)(C1=CC=CC=C1)C1=CC=CC=C1)SC(C)=O)CC (diethyl 3-acetylthio-3(1-trityl-1,2,4-triazol-3-yl)propane phosphonate), C[O-].[Na+] (sodium methoxide), O (water), C(=O)=O (carbon dioxide). Run in CO (methanol), CO (methanol). Product: P(O)(O)=O.C(C)C(C)(C(C1=NN(C=N1)C(C1=CC=CC=C1)(C1=CC=CC=C1)C1=CC=CC=C1)S)CC (diethyl 3-mercapto-3(1-trityl-1,2,4-triazol-3-yl)propane phosphonate). Yield: 53.3%. RXN SMILES: [PH:1](=[O:4])([OH:3])[OH:2].[CH2:5]([C:7]([CH2:38][CH3:39])([CH:9]([S:34]C(=O)C)[C:10]1[N:14]=[CH:13][N:12]([C:15]([C:28]2[CH:33]=[CH:32][CH:31]=[CH:30][CH:29]=2)([C:22]2[CH:27]=[CH:26][CH:25]=[CH:24][CH:23]=2)[C:16]2[CH:21]=[CH:20][CH:19]=[CH:18][CH:17]=2)[N:11]=1)[CH3:8])[CH3:6].C[O-].[Na+].C(=O)=O.O>CO>[PH:1](=[O:2])([OH:4])[OH:3].[CH2:38]([C:7]([CH2:5][CH3:6])([CH:9]([SH:34])[C:10]1[N:14]=[CH:13][N:12]([C:15]([C:22]2[CH:23]=[CH:24][CH:25]=[CH:26][CH:27]=2)([C:28]2[CH:33]=[CH:32][CH:31]=[CH:30][CH:29]=2)[C:16]2[CH:21]=[CH:20][CH:19]=[CH:18][CH:17]=2)[N:11]=1)[CH3:8])[CH3:39] |f:0.1,2.3,7.8|. Reported procedure: A solution of diethyl 3-acetylthio-3(1-trityl-1,2,4-triazol-3-yl)propane phosphonate (0.71 g, prepared as described in Example 37) in methanol (20 ml) was added dropwise, under nitrogen, to a stirred solution of sodium methoxide (from 0.06 g sodium) in methanol (10 ml), whilst maintaining the temperature below 5° C. The mixture was allowed to attain room temperature and to stand for twenty hours, neutralized with solid carbon dioxide, poured into water and extracted with ethyl acetate. The extra... The reactants are [BH4-], CO, COC(=O)c1ccc2[nH]cc(C=O)c2c1, [Na+]. The product is COC(=O)c1ccc2[nH]cc(CO)c2c1. Reaction SMILES: [BH4-:16].[CH3:18][OH:19].[CH:1](=[O:2])[c:3]1[cH:4][nH:5][c:6]2[cH:7][cH:8][c:9]([C:12](=[O:13])[O:14][CH3:15])[cH:10][c:11]12.[Na+:17]>>[CH2:1]([OH:2])[c:3]1[cH:4][nH:5][c:6]2[cH:7][cH:8][c:9]([C:12](=[O:13])[O:14][CH3:15])[cH:10][c:11]12.